This data is from the Open Reaction Database (ORD), a public repository of structured organic reaction records. The task is: describe an organic reaction: reactants, conditions, products, and yield Starting materials: CN1C(=NC(=C1)C(CN)C)C1=CC=CC=C1 (2-(1-methyl-2-phenyl-1H-imidazol-4-yl)propan-1-amine), FC(C1=NC(=NO1)C=1C=NC=C(C(=O)O)C1)(F)F (5-(5-(trifluoromethyl)-1,2,4-oxadiazol-3-yl)nicotinic acid). The product is CN1C(=NC(=C1)C(CNC(C1=CN=CC(=C1)C1=NOC(=N1)C(F)(F)F)=O)C)C1=CC=CC=C1 (N-(2-(1-Methyl-2-phenyl-1H-imidazol-4-yl)propyl)-5-(5-(trifluoromethyl)-1,2,4-oxadiazol-3-yl)nicotinamide). Yield: 16.0%. RXN SMILES: [CH3:1][N:2]1[CH:6]=[C:5]([CH:7]([CH3:10])[CH2:8][NH2:9])[N:4]=[C:3]1[C:11]1[CH:16]=[CH:15][CH:14]=[CH:13][CH:12]=1.[F:17][C:18]([F:34])([F:33])[C:19]1[O:23][N:22]=[C:21]([C:24]2[CH:25]=[N:26][CH:27]=[C:28]([CH:32]=2)[C:29](O)=[O:30])[N:20]=1>>[CH3:1][N:2]1[CH:6]=[C:5]([CH:7]([CH3:10])[CH2:8][NH:9][C:29](=[O:30])[C:28]2[CH:32]=[C:24]([C:21]3[N:20]=[C:19]([C:18]([F:34])([F:33])[F:17])[O:23][N:22]=3)[CH:25]=[N:26][CH:27]=2)[N:4]=[C:3]1[C:11]1[CH:16]=[CH:15][CH:14]=[CH:13][CH:12]=1. Reported procedure: This compound was synthesized from 2-(1-methyl-2-phenyl-1H-imidazol-4-yl)propan-1-amine and 5-(5-(trifluoromethyl)-1,2,4-oxadiazol-3-yl)nicotinic acid as described in example 8 step 6 (10 mg, yield 16%). 1H NMR (400 MHz, CDCl3) δ 9.40 (d, J=2.1 Hz, 1H), 9.31 (d, J=2.1 Hz, 1H), 9.16-9.15 (m, 1H), 8.87-8.86 (t, J=2.1 Hz, 1H), 7.62-7.59 (m, 2H), 7.42-7.40 (m, 3H), 6.81 (s, 1H), 4.02-3.96 (ddd, J=12.9 Hz, 6.2 Hz, 4.3 Hz, 1H), 3.75 (s, 3H), 3.42-3.35 (ddd, J=12.9 Hz, 9.4 Hz, 3.2 Hz, 1H), 3.15-3.10 (m... The reactants are COc1ccc(C(O)C(C)(C)[N+](=O)[O-])cc1OC, O=S(Cl)Cl, c1ccccc1. Product: COc1ccc(C(Cl)C(C)(C)[N+](=O)[O-])cc1OC. Reaction SMILES: [CH3:1][O:2][c:3]1[cH:4][c:5]([CH:11]([C:12]([CH3:13])([N+:14](=[O:15])[O-:16])[CH3:17])[OH:18])[cH:6][cH:7][c:8]1[O:9][CH3:10].[S:19]([Cl:20])([Cl:21])=[O:22].[cH:23]1[cH:24][cH:25][cH:26][cH:27][cH:28]1>>[CH3:1][O:2][c:3]1[cH:4][c:5]([CH:11]([C:12]([CH3:13])([N+:14](=[O:15])[O-:16])[CH3:17])[Cl:21])[cH:6][cH:7][c:8]1[O:9][CH3:10]. Starting materials: COc1cccc(-c2ccc3c(C=O)c(OC)ccc3c2)c1, CC(C)=O, [O-]Cl, NS(=O)(=O)O, [Na+], O. Product: COc1cccc(-c2ccc3c(C(=O)O)c(OC)ccc3c2)c1. Reaction SMILES: [CH3:1][O:2][c:3]1[c:4]([CH:21]=[O:22])[c:5]2[cH:6][cH:7][c:8](-[c:13]3[cH:14][c:15]([O:19][CH3:20])[cH:16][cH:17][cH:18]3)[cH:9][c:10]2[cH:11][cH:12]1.[CH3:32][C:33](=[O:34])[CH3:35].[Cl:28][O-:29].[NH2:23][S:24](=[O:25])([OH:26])=[O:27].[Na+:30].[OH2:31]>>[CH3:1][O:2][c:3]1[c:4]([C:21](=[O:22])[OH:25])[c:5]2[cH:6][cH:7][c:8](-[c:13]3[cH:14][c:15]([O:19][CH3:20])[cH:16][cH:17][cH:18]3)[cH:9][c:10]2[cH:11][cH:12]1. Reactants: O=C1N(C=2CCCC(C2C(N1)C1=CC=C(C#N)C=C1)=O)C1=CC(=CC=C1)C(F)(F)F (4-(2,5-Dioxo-1-(3-(trifluoromethyl)phenyl)-1,2,3,4,5,6,7,8-octahydroquinazolin-4-yl)-benzonitrile), [H-].[Na+] (sodium hydride), [H-].[Na+] (sodium hydride), ClC(=O)OC (methyl chloroformate). Solvent: O (water), CN(C=O)C (N,N-dimethylformamide), O1CCCC1 (tetrahydrofuran), O1CCCC1 (tetrahydrofuran). Reaction conditions: time 2 hour. Product: C(#N)C1=CC=C(C=C1)C1N(C(N(C=2CCCC(C12)=O)C1=CC(=CC=C1)C(F)(F)F)=O)C(=O)OC (Methyl 4-(4-Cyanophenyl)-2,5-dioxo-1-(3-(trifluoromethyl)phenyl)-1,2,5,6,7,8-hexahydroquinazoline-3(4H)-carboxylate). As a reaction SMILES: [O:1]=[C:2]1[NH:11][CH:10]([C:12]2[CH:19]=[CH:18][C:15]([C:16]#[N:17])=[CH:14][CH:13]=2)[C:9]2[C:8](=[O:20])[CH2:7][CH2:6][CH2:5][C:4]=2[N:3]1[C:21]1[CH:26]=[CH:25][CH:24]=[C:23]([C:27]([F:30])([F:29])[F:28])[CH:22]=1.[H-].[Na+].Cl[C:34]([O:36][CH3:37])=[O:35]>O1CCCC1.O.CN(C)C=O>[C:16]([C:15]1[CH:14]=[CH:13][C:12]([CH:10]2[C:9]3[C:8](=[O:20])[CH2:7][CH2:6][CH2:5][C:4]=3[N:3]([C:21]3[CH:26]=[CH:25][CH:24]=[C:23]([C:27]([F:30])([F:28])[F:29])[CH:22]=3)[C:2](=[O:1])[N:11]2[C:34]([O:36][CH3:37])=[O:35])=[CH:19][CH:18]=1)#[N:17] |f:1.2|. Procedure details: A solution of 4-(2,5-dioxo-1-(3-(trifluoromethyl)phenyl)-1,2,3,4,5,6,7,8-octahydroquinazolin-4-yl)-benzonitrile (example 1, 60 mg, 0.146 mmol) in tetrahydrofuran (0.8 mL) is added to a suspension of sodium hydride (60% in mineral oil, 7 mg, 0.17 mmol) in tetrahydrofuran (0.5 mL). After 20 min methyl chloroformate (11 μL, 0.15 mmol) is added and the mixture is stirred at room temperature over night. Another portion of sodium hydride (60% in mineral oil, 3 mg, 0.07 mmol) is added. After 2 h, the m... Reactants: [Cl-].[Al+3].[Cl-].[Cl-] (aluminum chloride), C(C=CC1=CC=CC=C1)(=O)O (cinnamic acid). Solvent: C1=CC=CC=C1 (benzene). Yields the product C1(=CC=CC=C1)C1CC(C2=CC=CC=C12)=O (3-phenyl-1-indanone). The yield is 85.4%. Reaction SMILES: [Cl-].[Al+3].[Cl-].[Cl-].[C:5]([OH:15])(=O)[CH:6]=[CH:7][C:8]1[CH:13]=[CH:12][CH:11]=[CH:10][CH:9]=1>C1C=CC=CC=1>[C:8]1([CH:7]2[C:8]3[C:9](=[CH:10][CH:11]=[CH:12][CH:13]=3)[C:5](=[O:15])[CH2:6]2)[CH:13]=[CH:12][CH:11]=[CH:10][CH:9]=1 |f:0.1.2.3|. Procedure: To 25.0 g of aluminum chloride, 8.5 g of cinnamic acid and 37.5 ml of benzene were added and the mixture was reacted under reflux for 5 hours. The reaction solution was processed by a usual method to obtain 5.1 g of 3-phenyl-1-indanone. Starting materials: [Na].S1(=O)(=O)NC(=O)C2=CC=CC=C12 (saccharin sodium), S(=O)(=O)(OC)OC (dimethyl sulfate), NC1=NC=CC=C1 (2-aminopyridine), ClCC(=O)OC(C)C (isopropyl chloroacetate), [Na] (sodium). Run in C=1(C(=CC=CC1)C)C (xylene), C(C)(C)O (isopropanol), isopropyl 3-oxo-1,2-bensoisothiazoline-2-acetate 1,1-dioxide, CN(C=O)C (dimethylformamide). The product is OC1=C(N(S(C2=C1C=CC=C2)(=O)=O)C)C(=O)NC2=NC=CC=C2 (4-hydroxy-2-methyl-N-(2-pyridyl)-2H-1,2-benzothiazine-3-carboxamide 1,1-dioxide). Reaction SMILES: [Na].[S:2]1([C:13]2[C:8](=[CH:9][CH:10]=[CH:11][CH:12]=2)[C:6](=[O:7])[NH:5]1)(=[O:4])=[O:3].Cl[CH2:15][C:16](OC(C)C)=[O:17].[Na].S(OC)(O[CH3:27])(=O)=O.[NH2:30][C:31]1[CH:36]=[CH:35][CH:34]=[CH:33][N:32]=1>CN(C)C=O.C(O)(C)C.C1(C)C(C)=CC=CC=1>[OH:7][C:6]1[C:8]2[CH:9]=[CH:10][CH:11]=[CH:12][C:13]=2[S:2](=[O:4])(=[O:3])[N:5]([CH3:27])[C:15]=1[C:16]([NH:30][C:31]1[CH:36]=[CH:35][CH:34]=[CH:33][N:32]=1)=[O:17] |f:0.1,^1:0,21|. Procedure: By reacting saccharin sodium with isopropyl chloroacetate in dimethylformamide, isopropyl 3-oxo-1,2-bensoisothiazoline-2-acetate 1,1-dioxide is obtained which, by reaction with sodium isopropylate in isopropanol at temperatures between 60° C. and the boiling point of the solvent, for a time between 15 minutes and 3 hours, leads to a compound which, when methylated in an aqueous-alcoholic basic medium with dimethyl sulfate, gives an intermediate compound which, when condensed with 2-aminopyridine...